describe an organic reaction: reactants, conditions, products, and yield From a dataset of the Open Reaction Database (ORD), a public repository of structured organic reaction records. Starting materials: O=C([O-])CC(O)(CC(=O)[O-])C(=O)[O-], Cc1cn(C2CC(N=[N+]=[N-])C(CO)O2)c(=O)[nH]c1=O, CCOc1nc(N)nc2nc[nH]c12. Product: CCOc1nc(N)nc2c1ncn2C1CC(N=[N+]=[N-])C(CO)O1. RXN SMILES: [C:1]([O-:2])(=[O:3])[CH2:4][C:5]([CH2:6][C:7]([O-:8])=[O:9])([C:10]([O-:11])=[O:12])[OH:13].[CH3:27][c:28]1[c:29](=[O:30])[nH:41][c:42](=[O:43])[n:44]([CH:31]2[CH2:32][CH:33]([N:34]=[N+:35]=[N-:36])[CH:37]([CH2:38][OH:39])[O:40]2)[cH:45]1.[NH2:14][c:15]1[n:16][c:17]([O:24][CH2:25][CH3:26])[c:18]2[nH:19][cH:20][n:21][c:22]2[n:23]1>>[NH2:14][c:15]1[n:16][c:17]([O:24][CH2:25][CH3:26])[c:18]2[n:19][cH:20][n:21]([CH:31]3[CH2:32][CH:33]([N:34]=[N+:35]=[N-:36])[CH:37]([CH2:38][OH:39])[O:40]3)[c:22]2[n:23]1. Reactants: COC(=O)c1ccc2c(c1)c(Cc1ccc(C(=O)Cl)cc1OC)cn2C, Cc1ccccc1S(N)(=O)=O, CC(C)=O, CN(C)c1ccncc1, ClCCl. Yields the product COC(=O)c1ccc2c(c1)c(Cc1ccc(C(=O)NS(=O)(=O)c3ccccc3C)cc1OC)cn2C. Reaction SMILES: [CH3:1][O:2][C:3](=[O:4])[c:5]1[cH:6][c:7]2[c:8]([CH2:15][c:16]3[c:17]([O:25][CH3:26])[cH:18][c:19]([C:20](=[O:21])[Cl:22])[cH:23][cH:24]3)[cH:9][n:10]([CH3:14])[c:11]2[cH:12][cH:13]1.[CH3:27][c:28]1[c:29]([S:34](=[O:35])(=[O:36])[NH2:37])[cH:30][cH:31][cH:32][cH:33]1.[CH3:38][C:39](=[O:40])[CH3:41].[CH3:42][N:43]([CH3:44])[c:45]1[cH:46][cH:47][n:48][cH:49][cH:50]1.[Cl:51][CH2:52][Cl:53]>>[CH3:1][O:2][C:3](=[O:4])[c:5]1[cH:6][c:7]2[c:8]([CH2:15][c:16]3[c:17]([O:25][CH3:26])[cH:18][c:19]([C:20](=[O:21])[NH:37][S:34]([c:29]4[c:28]([CH3:27])[cH:33][cH:32][cH:31][cH:30]4)(=[O:35])=[O:36])[cH:23][cH:24]3)[cH:9][n:10]([CH3:14])[c:11]2[cH:12][cH:13]1. The reactants are N(=O)[O-].[Na+] (sodium nitrite), NC=1C(=NC(=CC1NC)C1=CC(=C(C=C1)OCC=1C=NC=CC1)C(F)(F)F)C#N (3-amino-4-(methylamino)-6-(4-(pyridin-3-ylmethoxy)-3-(trifluoromethyl)phenyl)picolinonitrile). Solvent: O (water), O (water), O1CCOCC1 (1,4-dioxane), Cl (hydrochloric acid). Conditions: temperature 0 celsius, time 10 minute. Yields the product CN1N=NC=2C(=NC(=CC21)C2=CC(=C(C=C2)OCC=2C=NC=CC2)C(F)(F)F)C#N (1-Methyl-6-(4-(pyridin-3-ylmethoxy)-3-(trifluoromethyl)phenyl)-1H-[1,2,3]triazolo[4,5-c]pyridine-4-carbonitrile). The yield is 83.4%. As a reaction SMILES: [NH2:1][C:2]1[C:3]([C:28]#[N:29])=[N:4][C:5]([C:10]2[CH:15]=[CH:14][C:13]([O:16][CH2:17][C:18]3[CH:19]=[N:20][CH:21]=[CH:22][CH:23]=3)=[C:12]([C:24]([F:27])([F:26])[F:25])[CH:11]=2)=[CH:6][C:7]=1[NH:8][CH3:9].[N:30]([O-])=O.[Na+]>O.O1CCOCC1.Cl>[CH3:9][N:8]1[C:7]2[CH:6]=[C:5]([C:10]3[CH:15]=[CH:14][C:13]([O:16][CH2:17][C:18]4[CH:19]=[N:20][CH:21]=[CH:22][CH:23]=4)=[C:12]([C:24]([F:27])([F:26])[F:25])[CH:11]=3)[N:4]=[C:3]([C:28]#[N:29])[C:2]=2[N:1]=[N:30]1 |f:1.2|. Reported procedure: To a suspension of 3-amino-4-(methylamino)-6-(4-(pyridin-3-ylmethoxy)-3-(trifluoromethyl)phenyl)picolinonitrile (1.33 g) in water (15 ml) and 1,4-dioxane (15 ml), 2N hydrochloric acid (2.5 ml) was added at 0° C. and sodium nitrite (0.332 g) in water (3 ml) was added then stirred at 0° C. for 10 min then at 20° C. for 70 h. The reaction mixture was filtered, washed with water, dried in vacuum oven to give 1.14 g brown solid. Purified by Biotage SNAP cartridge KP-Sil column (100 g, heptane:ethyl a... The reactants are COC(=O)c1cc(Cl)c(N)cc1O, CN(C)C=O, CCN(CC)C(=O)CCl, O. Yields the product CCN(CC)C(=O)COc1cc(N)c(Cl)cc1C(=O)OC. Reaction SMILES: [CH3:1][O:2][C:3]([c:4]1[c:5]([OH:12])[cH:6][c:7]([NH2:11])[c:8]([Cl:10])[cH:9]1)=[O:13].[CH3:24][N:25]([CH3:26])[CH:27]=[O:28].[Cl:14][CH2:15][C:16](=[O:17])[N:18]([CH2:19][CH3:20])[CH2:21][CH3:22].[OH2:23]>>[CH3:1][O:2][C:3]([c:4]1[c:5]([O:12][CH2:15][C:16](=[O:17])[N:18]([CH2:19][CH3:20])[CH2:21][CH3:22])[cH:6][c:7]([NH2:11])[c:8]([Cl:10])[cH:9]1)=[O:13]. Starting materials: COC1=CC(=C(C=C1)C(CC1=CC=CC=C1)=O)C#CCC(C)C (1-[4-(Methyloxy)-2-(4-methyl-1-pentyn-1-yl)phenyl]-2-phenylethanone), C[Si](C)(C)[N-][Si](C)(C)C.[K+] (KHMDS). Run in C1(=CC=CC=C1)C (toluene), C1(=CC=CC=C1)C (toluene). Product: COC=1C=C2C=C(C(=C(C2=CC1)O)C1=CC=CC=C1)CC(C)C (6-(Methyloxy)-3-(2-methylpropyl)-2-phenyl-1-naphthalenol). Isolated yield 90.1%. Reaction SMILES: [CH3:1][O:2][C:3]1[CH:8]=[CH:7][C:6]([C:9](=[O:17])[CH2:10][C:11]2[CH:16]=[CH:15][CH:14]=[CH:13][CH:12]=2)=[C:5]([C:18]#[C:19][CH2:20][CH:21]([CH3:23])[CH3:22])[CH:4]=1.C[Si]([N-][Si](C)(C)C)(C)C.[K+]>C1(C)C=CC=CC=1>[CH3:1][O:2][C:3]1[CH:4]=[C:5]2[C:6](=[CH:7][CH:8]=1)[C:9]([OH:17])=[C:10]([C:11]1[CH:16]=[CH:15][CH:14]=[CH:13][CH:12]=1)[C:19]([CH2:20][CH:21]([CH3:23])[CH3:22])=[CH:18]2 |f:1.2|. Procedure details: A solution of 1-[4-(methyloxy)-2-(4-methyl-1-pentyn-1-yl)phenyl]-2-phenylethanone (104) (0.73 g, 2.39 mmol) in toluene was treated with a KHMDS solution in toluene to give 0.66 g (91%) of the title compound (105) as a light yellow viscous oil. 1H NMR (400 MHz, CDCl3): δ 0.73 (d, J=6.8 Hz, 6H), 1.55-1.70 (m, 1H), 2.38 (d, J=7.1 Hz, 2H), 3.93 (s, 3H), 5.15 (s, 1H), 7.05-7.10 (m, 2H), 7.18 (s, 1H), 7.30-7.36 (m, 2H), 7.42-7.48 (m, 1H), 7.49-7.55 (m, 2H), 8.08 (d, J=8.8 Hz, 1H). LCMS (APCI): m/z 307...